From a dataset of the Open Reaction Database (ORD), a public repository of structured organic reaction records. describe an organic reaction: reactants, conditions, products, and yield Starting materials: C1(=CC(=CC=C1)OC[C@@H](C(=O)OC)NC(C1=CC=CC=C1)(C1=CC=CC=C1)C1=CC=CC=C1)C ((S)-methyl 3-(m-tolyloxy)-2-(tritylamino)propanoate), Cl (HCl), [OH-].[Li+] (lithium hydroxide), O (water). Run in CO (MeOH), C1CCOC1 (THF), CCOC(=O)C (EtOAc). Conditions: time 1 hour. Product: C1(=CC(=CC=C1)OC[C@@H](C(=O)O)NC(C1=CC=CC=C1)(C1=CC=CC=C1)C1=CC=CC=C1)C ((S)-3-(m-tolyloxy)-2-(tritylamino)propanoic acid). Reaction SMILES: [C:1]1([CH3:34])[CH:6]=[CH:5][CH:4]=[C:3]([O:7][CH2:8][C@H:9]([NH:14][C:15]([C:28]2[CH:33]=[CH:32][CH:31]=[CH:30][CH:29]=2)([C:22]2[CH:27]=[CH:26][CH:25]=[CH:24][CH:23]=2)[C:16]2[CH:21]=[CH:20][CH:19]=[CH:18][CH:17]=2)[C:10]([O:12]C)=[O:11])[CH:2]=1.[OH-].[Li+].O.Cl>CO.C1COCC1.CCOC(C)=O>[C:1]1([CH3:34])[CH:6]=[CH:5][CH:4]=[C:3]([O:7][CH2:8][C@H:9]([NH:14][C:15]([C:28]2[CH:33]=[CH:32][CH:31]=[CH:30][CH:29]=2)([C:22]2[CH:23]=[CH:24][CH:25]=[CH:26][CH:27]=2)[C:16]2[CH:21]=[CH:20][CH:19]=[CH:18][CH:17]=2)[C:10]([OH:12])=[O:11])[CH:2]=1 |f:1.2|. Procedure details: To a round bottom flask equipped with a stir bar and charged with (S)-methyl 3-(m-tolyloxy)-2-(tritylamino)propanoate (8.28 g, 18.34 mmol) in MeOH (30 mL) and THF (30 mL) was added lithium hydroxide in water (55.0 mmol, 27.5 mL). The mixture was stirred at room temperature for 1 h. The reaction mixture was neutralized with aq. 2N HCl. The mixture was diluted with EtOAc and the organic phase was isolated and washed with brine; dried over MgSO4; filtered; then concentrated in vacuo. The resulting ... The reactants are CO (methanol), C(=S)=S (carbon disulfide), C(C)ON=C(N)C=1N=CN(C1N)[C@H]1[C@H](O)[C@H](O)[C@H](O1)CO (5-amino-1-β-D-ribofuranosylimidazole-4-carboxamide O-ethyl-oxime). Run in aqueous solution. The product is C1=NC2=C(NC(=S)N=C2N1[C@H]3[C@@H]([C@@H]([C@H](O3)CO)O)O)N (2-thioadenosine). As a reaction SMILES: C(O[N:4]=[C:5]([C:7]1[N:8]=[CH:9][N:10]([C@@H:13]2[O:19][C@H:18]([CH2:20][OH:21])[C@@H:16]([OH:17])[C@H:14]2[OH:15])[C:11]=1[NH2:12])[NH2:6])C.CO.[C:24](=S)=[S:25]>>[CH:9]1[N:10]([C@@H:13]2[O:19][C@H:18]([CH2:20][OH:21])[C@@H:16]([OH:17])[C@H:14]2[OH:15])[C:11]2[C:7](=[C:5]([NH2:6])[NH:4][C:24]([N:12]=2)=[S:25])[N:8]=1. Reported procedure: 0.45 g of 5-amino-1-β-D-ribofuranosylimidazole-4-carboxamide O-ethyl-oxime was dissolved in 8 ml of an aqueous solution containing 7 ml of methanol, and 2 ml of carbon disulfide was added to the solution. The resulting mixture was allowed to react in an autoclave at 120° C for 6 hours under autogenous pressure (about 10 Kg/cm2). The reaction mixture was concentrated to dryness, and the residue was dissolved in water. The aqueous solution was adjusted to a pH of 2 with hydrochloric acid, and the ... The reactants are CCC(=O)Oc1ccc(OC(=O)CC)c(C(=O)Cl)c1, ClC(Cl)Cl, O, OCc1ccccc1, c1ccncc1. Product: CCC(=O)Oc1ccc(OC(=O)CC)c(C(=O)OCc2ccccc2)c1. As a reaction SMILES: [C:1]([CH2:2][CH3:3])(=[O:4])[O:5][c:6]1[c:7]([C:8](=[O:9])[Cl:10])[cH:11][c:12]([O:15][C:16]([CH2:17][CH3:18])=[O:19])[cH:13][cH:14]1.[CH:35]([Cl:36])([Cl:37])[Cl:38].[OH2:34].[OH:20][CH2:21][c:22]1[cH:23][cH:24][cH:25][cH:26][cH:27]1.[cH:28]1[cH:29][cH:30][n:31][cH:32][cH:33]1>>[C:1]([CH2:2][CH3:3])(=[O:4])[O:5][c:6]1[c:7]([C:8](=[O:9])[O:20][CH2:21][c:22]2[cH:23][cH:24][cH:25][cH:26][cH:27]2)[cH:11][c:12]([O:15][C:16]([CH2:17][CH3:18])=[O:19])[cH:13][cH:14]1. Starting materials: alkoxides, CC([O-])C.[Al+3].CC([O-])C.CC([O-])C (Aluminum isopropoxide), sulfocarboxylic acids, CC([O-])C.[Al+3].CC([O-])C.CC([O-])C (aluminum isopropoxide), S(=O)(=O)(O)C1=CC=C(C(C(=O)O)=C1)C(=O)O (5-sulfophthalic acid), [O-]CC.[Mg+2].[O-]CC (Magnesium ethoxide). Run in O (water). Run at temperature 60 celsius. Yields the product S(=O)(=O)(O)C1=C(C(C(=O)[O-])=CC=C1)C(=O)[O-].[Mg+2] (magnesium sulfophthalate). RXN SMILES: C[CH:2]([CH3:4])[O-:3].[Al+3].CC(C)[O-:8].CC(C)[O-].[S:14]([C:18]1C=[C:22]([C:23]([OH:25])=[O:24])[C:21](C(O)=O)=[CH:20][CH:19]=1)([OH:17])(=[O:16])=[O:15].[O-]CC.[Mg+2:33].[O-]CC>O>[S:14]([C:18]1[CH:19]=[CH:20][CH:21]=[C:22]([C:23]([O-:25])=[O:24])[C:4]=1[C:2]([O-:8])=[O:3])([OH:17])(=[O:16])=[O:15].[Mg+2:33] |f:0.1.2.3,5.6.7,9.10|. Procedure details: The same classes of materials were also prepared by using appropriate metal alkoxides and hydroxysulfonic or sulfocarboxylic acids in water. Thus, aluminum isopropoxide was mixed with 5-sulfophthalic acid in 2:3 molar ratio and the mixture was heated to about 60° C. for about ½ hr. Aluminum isopropoxide was hydrolyzed and the salt was obtained as aqueous solution and was used as such for inkjet coatings. Magnesium ethoxide was similarly hydrolyzed from its mixture with the same acid in 1:2 molar... Reported procedure: Into a 3-neck reaction flask equipped with a mechanical stirrer, was added 8-chloro-2-(2,4-difluorophenyl)imidazo[1,2-a]pyrazine (40.00 g, 150.6 mmol), ferric acetylacetonate (2.66 g, 7.53 mmol), tetrahydrofuran (970 mL) and N-methylpyrrolidinone (86 mL). The flask was charged with nitrogen and cooled to about −5-0° C. (acetone/DriKold cooling bath) before the drop-wise addition of 3M MeMgBr in Et2O (150 mL) over about 20 min. After the addition was complete, the reaction was stirred at this tem... Run in CO (MeOH), CCOCC (Et2O), petroleum ether, CN1C(CCC1)=O (N-methylpyrrolidinone). Yields the product FC1=C(C=CC(=C1)F)C=1N=C2N(C=CN=C2C)C1 (2-(2,4-Difluorophenyl)-8-methylimidazo[1,2-a]pyrazine). As a reaction SMILES: Cl[C:2]1[C:3]2[N:4]([CH:8]=[C:9]([C:11]3[CH:16]=[CH:15][C:14]([F:17])=[CH:13][C:12]=3[F:18])[N:10]=2)[CH:5]=[CH:6][N:7]=1.O1CCC[CH2:20]1.CC(C)=O.C(=O)=O.C[Mg+].[Br-]>CCOCC.CO.CN1CCCC1=O>[F:18][C:12]1[CH:13]=[C:14]([F:17])[CH:15]=[CH:16][C:11]=1[C:9]1[N:10]=[C:3]2[C:2]([CH3:20])=[N:7][CH:6]=[CH:5][N:4]2[CH:8]=1 |f:2.3,4.5|. The yield is 64.0%. Run at time 15 minute. Starting materials: C[Mg+].[Br-] (MeMgBr), CC(=O)C.C(=O)=O (acetone DriKold), ClC=1C=2N(C=CN1)C=C(N2)C2=C(C=C(C=C2)F)F (8-chloro-2-(2,4-difluorophenyl)imidazo[1,2-a]pyrazine), ferric acetylacetonate, O1CCCC1 (tetrahydrofuran). Starting materials: CC(=O)N1CCC(C(=O)c2ccc(F)cc2)CC1, C1CCNCC1, CCOC(C)=O. Product: CC(=O)N1CCC(C(=O)c2ccc(N3CCCCC3)cc2)CC1. RXN SMILES: [C:1]([CH3:2])(=[O:3])[N:4]1[CH2:5][CH2:6][CH:7]([C:10]([c:11]2[cH:12][cH:13][c:14]([F:17])[cH:15][cH:16]2)=[O:18])[CH2:8][CH2:9]1.[CH2:19]1[CH2:20][CH2:21][NH:22][CH2:23][CH2:24]1.[CH3:25][CH2:26][O:27][C:28](=[O:29])[CH3:30]>>[C:1]([CH3:2])(=[O:3])[N:4]1[CH2:5][CH2:6][CH:7]([C:10]([c:11]2[cH:12][cH:13][c:14]([N:22]3[CH2:21][CH2:20][CH2:19][CH2:24][CH2:23]3)[cH:15][cH:16]2)=[O:18])[CH2:8][CH2:9]1.